From a dataset of the Open Reaction Database (ORD), a public repository of structured organic reaction records. describe an organic reaction: reactants, conditions, products, and yield The reactants are FC1=C(C=C(C=C1)S(=O)(=O)NC)[N+](=O)[O-] (4-fluoro-N-methyl-3-nitrobenzenesulfonamide). The reagents and catalysts are [Pd] (Pd/C). Solvent: C1CCOC1 (THF). Reaction conditions: temperature 50 celsius, time 8 hour. Product: NC=1C=C(C=CC1F)S(=O)(=O)NC (3-amino-4-fluoro-N-methylbenzenesulfonamide). The yield is 89.6%. Reaction SMILES: [F:1][C:2]1[CH:7]=[CH:6][C:5]([S:8]([NH:11][CH3:12])(=[O:10])=[O:9])=[CH:4][C:3]=1[N+:13]([O-])=O>C1COCC1.[Pd]>[NH2:13][C:3]1[CH:4]=[C:5]([S:8]([NH:11][CH3:12])(=[O:9])=[O:10])[CH:6]=[CH:7][C:2]=1[F:1]. Reported procedure: To a mixture of 4-fluoro-N-methyl-3-nitrobenzenesulfonamide (1.6 g, 6.83 mmol) in THF (50 mL) under nitrogen, Pd/C (0.600 g) was added. The flask was then evacuated and recharged with hydrogen. The resulting mixture was allowed to stir under a hydrogen atmosphere overnight at 50° C. The mixture was then filtered and concentrated to afford 3-amino-4-fluoro-N-methylbenzenesulfonamide (1.25 g, 89%) as an off-white solid. 1H NMR (400 MHz, DMSO-d6) δ 7.26 (q, J=4.85 Hz, 1H), 7.13-7.22 (m, 2H), 6.90 (... The reactants are BrCCCC(=O)OCC (ethyl 4-bromobutyrate), C([O-])([O-])=O.[K+].[K+] (potassium carbonate), C1(CCCCC1)N (cyclohexylamine), ethyl oxalyl chloride, C(C)O (ethanol), [O-]CC.[Na+] (sodium ethoxide). The solvent is C(Cl)Cl (methylene chloride). Conditions: time 24 hour. The product is C1(CCCCC1)N1C(C(C(CC1)C(=O)OCC)=O)=O (1-Cyclohexyl-2,3-dioxopiperidine-4-carboxylic acid, ethyl ester), tan needles. Reaction SMILES: [C:1](=[O:4])([O-])[O-:2].[K+].[K+].[CH:7]1([NH2:13])[CH2:12][CH2:11][CH2:10][CH2:9][CH2:8]1.Br[CH2:15][CH2:16][CH2:17][C:18]([O:20]CC)=O.[O-][CH2:24][CH3:25].[Na+].[CH2:27]([OH:29])C>C(Cl)Cl>[CH:7]1([N:13]2[CH2:15][CH2:16][CH:17]([C:1]([O:2][CH2:24][CH3:25])=[O:4])[C:18](=[O:20])[C:27]2=[O:29])[CH2:12][CH2:11][CH2:10][CH2:9][CH2:8]1 |f:0.1.2,5.6|. Procedure: To a suspension of potassium carbonate (9.65 g, 69.9 mmole) in cyclohexylamine (8.0 mL, 69.9 mmole) was added ethyl 4-bromobutyrate (10.0 mL, 69.9 mmole) and the mixture was stirred at room temperature for 24 hours. The resulting solid mass was dissolved in methylene chloride (100 mL) and washed with water (100 mL). Evaporation of the organic phase under vacuum left a turbid oil which was dissolved again in methylene chloride (100 mL) and to it added 1 N aq. NaOH (100 mL). While cooling the mixt...